Task: describe an organic reaction: reactants, conditions, products, and yield. Dataset: the Open Reaction Database (ORD), a public repository of structured organic reaction records Reactants: OC=1C=C(OCC(COC2=CC(=C(C=C2)C(C2=CC=C(C=C2)C2=CC=CC=C2)=S)O)O)C=CC1C(C1=CC=C(C=C1)C1=CC=CC=C1)=S (1,3-bis-[3-Hydroxy-4-(4-phenylthiobenzoyl)phenoxy]-2-hydroxypropane), C=1(C(=CC=CC1)S(=O)(=O)O)C (toluenesulfonic acid), C(C(=C)C)(=O)O (methacrylic acid). The solvent is C1(=CC=CC=C1)C (toluene). The product is C(C(=C)C)(=O)OC(COC1=CC(=C(C=C1)C(C1=CC=C(C=C1)C1=CC=CC=C1)=S)O)COC1=CC(=C(C=C1)C(C1=CC=C(C=C1)C1=CC=CC=C1)=S)O (1,3-bis-[3-Hydroxy-4-(4-phenylthiobenzoyl)phenoxy]-2-propyl Methacrylate). Reaction SMILES: [OH:1][C:2]1[CH:3]=[C:4]([CH:32]=[CH:33][C:34]=1[C:35](=[S:48])[C:36]1[CH:41]=[CH:40][C:39]([C:42]2[CH:47]=[CH:46][CH:45]=[CH:44][CH:43]=2)=[CH:38][CH:37]=1)[O:5][CH2:6][CH:7]([OH:31])[CH2:8][O:9][C:10]1[CH:15]=[CH:14][C:13]([C:16](=[S:29])[C:17]2[CH:22]=[CH:21][C:20]([C:23]3[CH:28]=[CH:27][CH:26]=[CH:25][CH:24]=3)=[CH:19][CH:18]=2)=[C:12]([OH:30])[CH:11]=1.[C:49](O)(=[O:53])[C:50]([CH3:52])=[CH2:51].C1(C)C(S(O)(=O)=O)=CC=CC=1>C1(C)C=CC=CC=1>[C:49]([O:31][CH:7]([CH2:8][O:9][C:10]1[CH:15]=[CH:14][C:13]([C:16](=[S:29])[C:17]2[CH:18]=[CH:19][C:20]([C:23]3[CH:28]=[CH:27][CH:26]=[CH:25][CH:24]=3)=[CH:21][CH:22]=2)=[C:12]([OH:30])[CH:11]=1)[CH2:6][O:5][C:4]1[CH:32]=[CH:33][C:34]([C:35](=[S:48])[C:36]2[CH:37]=[CH:38][C:39]([C:42]3[CH:47]=[CH:46][CH:45]=[CH:44][CH:43]=3)=[CH:40][CH:41]=2)=[C:2]([OH:1])[CH:3]=1)(=[O:53])[C:50]([CH3:52])=[CH2:51]. Procedure: The title compound is prepared by reacting the alcohol compound of Example 12 with an excess amount of methacrylic acid in refluxing toluene in the presence of a catalytic amount of toluenesulfonic acid.